This data is from the Open Reaction Database (ORD), a public repository of structured organic reaction records. The task is: describe an organic reaction: reactants, conditions, products, and yield The reactants are C(C)(C)(C)OC(COC1=C(C=C(C=C1)Cl)Br)=O (tert-butyl(2-bromo-4-chlorophenoxy)acetate), FC(C(=O)O)(F)F (trifluoroacetic acid). Run in C(Cl)Cl (DCM). Reaction conditions: time 5 hour. The product is BrC1=C(OCC(=O)O)C=CC(=C1)Cl ((2-bromo-4-chlorophenoxy)acetic acid). Yield: 99.9%. Reaction SMILES: C([O:5][C:6](=[O:17])[CH2:7][O:8][C:9]1[CH:14]=[CH:13][C:12]([Cl:15])=[CH:11][C:10]=1[Br:16])(C)(C)C.FC(F)(F)C(O)=O>C(Cl)Cl>[Br:16][C:10]1[CH:11]=[C:12]([Cl:15])[CH:13]=[CH:14][C:9]=1[O:8][CH2:7][C:6]([OH:17])=[O:5]. Reported procedure: A cooled (0° C.) solution of tert-butyl(2-bromo-4-chlorophenoxy)acetate (1.00 g; 3.11 mmol) in DCM (22 mL) was treated with trifluoroacetic acid (2.38 mL; 31.1 mmol). The reaction mixture was stirred at room temperature for 5 hours, the solvents were removed under vacuum to give the title compound (825 mg, quant.). Reactants: BrC=1C2=C(C=3CN(C(C3C1)=O)[C@@H]1[C@H](CCCC1)O)C=CC=C2 (5-bromo-2-[(1S,2S)-2-hydroxycyclohexyl]-1,2-dihydro-3H-benzo[e]isoindol-3-one), N1=C(C=CC=C1C)C (2,6-lutidine), FC(S(=O)(=O)O[Si](C)(C)C(C)(C)C)(F)F (tert-butyldimethylsilyl trifluoromethanesulfonate), O (water). The solvent is ClCCl (dichloromethane). Yields the product BrC=1C2=C(C=3CN(C(C3C1)=O)[C@@H]1[C@H](CCCC1)O[Si](C)(C)C(C)(C)C)C=CC=C2 (5-bromo-2-[(1S,2S)-2-{[tert-butyl(dimethyl)silyl]oxy}cyclohexyl]-1,2-dihydro-3H-benzo[e]isoindol-3-one). Reaction SMILES: [Br:1][C:2]1[C:3]2[CH:22]=[CH:21][CH:20]=[CH:19][C:4]=2[C:5]2[CH2:6][N:7]([C@H:12]3[CH2:17][CH2:16][CH2:15][CH2:14][C@@H:13]3[OH:18])[C:8](=[O:11])[C:9]=2[CH:10]=1.N1C(C)=CC=CC=1C.FC(F)(F)S(O[Si:37]([C:40]([CH3:43])([CH3:42])[CH3:41])([CH3:39])[CH3:38])(=O)=O.O>ClCCl>[Br:1][C:2]1[C:3]2[CH:22]=[CH:21][CH:20]=[CH:19][C:4]=2[C:5]2[CH2:6][N:7]([C@H:12]3[CH2:17][CH2:16][CH2:15][CH2:14][C@@H:13]3[O:18][Si:37]([C:40]([CH3:43])([CH3:42])[CH3:41])([CH3:39])[CH3:38])[C:8](=[O:11])[C:9]=2[CH:10]=1. Procedure: To a solution of 5-bromo-2-[(1S,2S)-2-hydroxycyclohexyl]-1,2-dihydro-3H-benzo[e]isoindol-3-one (see Example 1, 2.00 g, 5.55 mmol) in 15 mL of dichloromethane at 0° C. was added 2,6-lutidine (1.29 mL, 11.1 mmol) and tert-butyldimethylsilyl trifluoromethanesulfonate (1.91 mL, 8.33 mmol). The mixture was warmed to ambient temperature and after 15 hr, was treated with water. The mixture was extracted 2× with ethyl acetate and the combined organic extracts were washed with brine, dried with magnesium... Starting materials: C1CCOC1, [Mg], O=C=O, Brc1ccc(OCCOC2CCCCO2)cc1. The product is O=C(O)c1ccc(OCCOC2CCCCO2)cc1. RXN SMILES: [CH2:22]1[O:23][CH2:24][CH2:25][CH2:26]1.[Mg:18].[O:19]=[C:20]=[O:21].[O:1]1[CH:2]([O:7][CH2:8][CH2:9][O:10][c:11]2[cH:12][cH:13][c:14]([Br:17])[cH:15][cH:16]2)[CH2:3][CH2:4][CH2:5][CH2:6]1>>[O:1]1[CH:2]([O:7][CH2:8][CH2:9][O:10][c:11]2[cH:12][cH:13][c:14]([C:20](=[O:19])[OH:21])[cH:15][cH:16]2)[CH2:3][CH2:4][CH2:5][CH2:6]1. Reactants: CC(=O)C(=COCC)C(=O)C (methyl 1-methylcarbonyl-2-ethoxyvinyl ketone), NC=1C(=C(C(=O)O)C(=C(C1)Cl)Cl)Cl (3-amino-2,5,6-trichlorobenzoic acid). Solvent: C1(=CC=CC=C1)C (toluene). Conditions: temperature 10 celsius. The product is CC(=O)C(=CNC=1C(=C(C(=O)O)C(=C(C1)Cl)Cl)Cl)C(=O)C (3-[2,2-bis-(methylcarbonyl)-vinylamino]-2,5,6-trichlorobenzoic acid). Yield: 741.6%. RXN SMILES: [CH3:1][C:2]([C:4]([C:9]([CH3:11])=[O:10])=[CH:5]OCC)=[O:3].[NH2:12][C:13]1[C:14]([Cl:24])=[C:15]([C:19]([Cl:23])=[C:20]([Cl:22])[CH:21]=1)[C:16]([OH:18])=[O:17]>C1(C)C=CC=CC=1>[CH3:11][C:9]([C:4]([C:2]([CH3:1])=[O:3])=[CH:5][NH:12][C:13]1[C:14]([Cl:24])=[C:15]([C:19]([Cl:23])=[C:20]([Cl:22])[CH:21]=1)[C:16]([OH:18])=[O:17])=[O:10]. Procedure details: 46.8 g (0.3 mole) of methyl 1-methylcarbonyl-2-ethoxyvinyl ketone were added dropwise to a suspension of 48.1 g (0.02 mole) of 3-amino-2,5,6-trichlorobenzoic acid in 100 ml of toluene. The mixture was heated for 2 hours to 80° C and was then cooled to 10° C, and the precipitate was filtered off. After digesting with acetonitrile, 52 g (74% of theory) of 3-[2,2-bis-(methylcarbonyl)-vinylamino]-2,5,6-trichlorobenzoic acid were obtained in the form of colourless crystals of melting point 242°-244° ... Reactants: O=C1CCC(c2c[nH]c3cc(F)ccc23)CC1, c1cnc2c(N3CCCNCC3)cccc2c1. The product is Fc1ccc2c(C3CCC(N4CCCN(c5cccc6cccnc56)CC4)CC3)c[nH]c2c1. Reaction SMILES: [F:18][c:19]1[cH:20][cH:21][c:22]2[c:23]([CH:28]3[CH2:29][CH2:30][C:31](=[O:34])[CH2:32][CH2:33]3)[cH:24][nH:25][c:26]2[cH:27]1.[N:1]1([c:8]2[cH:9][cH:10][cH:11][c:12]3[cH:13][cH:14][cH:15][n:16][c:17]23)[CH2:2][CH2:3][NH:4][CH2:5][CH2:6][CH2:7]1>>[N:1]1([c:8]2[cH:9][cH:10][cH:11][c:12]3[cH:13][cH:14][cH:15][n:16][c:17]23)[CH2:2][CH2:3][N:4]([CH:31]2[CH2:30][CH2:29][CH:28]([c:23]3[c:22]4[cH:21][cH:20][c:19]([F:18])[cH:27][c:26]4[nH:25][cH:24]3)[CH2:33][CH2:32]2)[CH2:5][CH2:6][CH2:7]1. Starting materials: CP(=O)([O-])Oc1ccc(Cl)c(Cl)c1, Cc1ccnc(NC(=O)CCl)c1, CC(C)=O, [K+]. Product: Cc1ccnc(NC(=O)COP(C)(=O)Oc2ccc(Cl)c(Cl)c2)c1. As a reaction SMILES: [CH3:13][P:14]([O:15][c:16]1[cH:17][c:18]([Cl:23])[c:19]([Cl:22])[cH:20][cH:21]1)([O-:24])=[O:25].[CH3:1][c:2]1[cH:3][c:4]([NH:8][C:9]([CH2:10][Cl:11])=[O:12])[n:5][cH:6][cH:7]1.[CH3:27][C:28](=[O:29])[CH3:30].[K+:26]>>[CH3:1][c:2]1[cH:3][c:4]([NH:8][C:9]([CH2:10][O:25][P:14]([CH3:13])([O:15][c:16]2[cH:17][c:18]([Cl:23])[c:19]([Cl:22])[cH:20][cH:21]2)=[O:24])=[O:12])[n:5][cH:6][cH:7]1.